Dataset: the Open Reaction Database (ORD), a public repository of structured organic reaction records. Task: describe an organic reaction: reactants, conditions, products, and yield Reactants: O=C1CCC(=O)N1Br, CN(C)C=O, CC(=O)c1ccc(OCC2CC2)cc1C, O. The product is CC(=O)c1cc(Br)c(OCC2CC2)cc1C. As a reaction SMILES: [Br:16][N:17]1[C:18](=[O:19])[CH2:20][CH2:21][C:22]1=[O:23].[CH3:25][N:26]([CH3:27])[CH:28]=[O:29].[CH:1]1([CH2:4][O:5][c:6]2[cH:7][c:8]([CH3:15])[c:9]([C:12]([CH3:13])=[O:14])[cH:10][cH:11]2)[CH2:2][CH2:3]1.[OH2:24]>>[CH:1]1([CH2:4][O:5][c:6]2[cH:7][c:8]([CH3:15])[c:9]([C:12]([CH3:13])=[O:14])[cH:10][c:11]2[Br:16])[CH2:2][CH2:3]1. Reactants: BrC1=CC=C(C=C1)C(CC(=O)OCC)(C=1C=NC=CC1)O (ethyl 3-(4-bromophenyl)-3-hydroxy-3-(3-pyridyl)-propanoate), N (ammonia). Solvent: C(C)O (ethanol). Product: BrC1=CC=C(C=C1)C(CC(=O)N)(C=1C=NC=CC1)O (3-(4-bromophenyl)-3-hydroxy-3-(3-pyridyl)-propionamide). Reaction SMILES: [Br:1][C:2]1[CH:7]=[CH:6][C:5]([C:8]([OH:21])([C:15]2[CH:16]=[N:17][CH:18]=[CH:19][CH:20]=2)[CH2:9][C:10](OCC)=[O:11])=[CH:4][CH:3]=1.[NH3:22]>C(O)C>[Br:1][C:2]1[CH:7]=[CH:6][C:5]([C:8]([OH:21])([C:15]2[CH:16]=[N:17][CH:18]=[CH:19][CH:20]=2)[CH2:9][C:10]([NH2:22])=[O:11])=[CH:4][CH:3]=1. Procedure: 0.8 g (2.5 mmole) of ethyl 3-(4-bromophenyl)-3-hydroxy-3-(3-pyridyl)-propanoate, 50 ml of aqueous ammonia and 10 ml of absolute ethanol was stirred at room temperature for 24 hours. The white precipitate obtained was collected by filtration. Recrystallization from isopropyl alcohol gave 0.45 g (56%), m.p. 213°-214° C. The formula C14H13BrN2O2 was verified through elemental analysis, C calculated 52.4, found 51.9. ##STR30##